describe an organic reaction: reactants, conditions, products, and yield From a dataset of the Open Reaction Database (ORD), a public repository of structured organic reaction records. Starting materials: C(C1=CC=CC=C1)ONC(=O)CCC1=CC=C(OC2=CC=C(C=C2)CC(C(=O)N(C)C)NS(=O)(=O)C2=CC=C(C=C2)C)C=C1 (3-{4-[4-(2-benzyloxycarbamoylethyl)-phenoxy]-phenyl}-N,N-dimethyl-2-(toluene-4-sulfonylamino)-propionamide), [H][H] (hydrogen). The reagents and catalysts are [Pd] (Palladium). Run in CO (MeOH). The product is ONC(=O)CCC1=CC=C(OC2=CC=C(C=C2)CC(C(=O)N(C)C)NS(=O)(=O)C2=CC=C(C=C2)C)C=C1 (3-{4-[4-(2-hydroxycarbamoyl-ethyl)-phenoxy]-phenyl}-N,N-dimethyl-2-(toluene-4-sulfonylamino)-propionamide). Isolated yield 58.6%. RXN SMILES: C([O:8][NH:9][C:10]([CH2:12][CH2:13][C:14]1[CH:44]=[CH:43][C:17]([O:18][C:19]2[CH:24]=[CH:23][C:22]([CH2:25][CH:26]([NH:32][S:33]([C:36]3[CH:41]=[CH:40][C:39]([CH3:42])=[CH:38][CH:37]=3)(=[O:35])=[O:34])[C:27]([N:29]([CH3:31])[CH3:30])=[O:28])=[CH:21][CH:20]=2)=[CH:16][CH:15]=1)=[O:11])C1C=CC=CC=1.[H][H]>CO.[Pd]>[OH:8][NH:9][C:10]([CH2:12][CH2:13][C:14]1[CH:15]=[CH:16][C:17]([O:18][C:19]2[CH:20]=[CH:21][C:22]([CH2:25][CH:26]([NH:32][S:33]([C:36]3[CH:37]=[CH:38][C:39]([CH3:42])=[CH:40][CH:41]=3)(=[O:35])=[O:34])[C:27]([N:29]([CH3:31])[CH3:30])=[O:28])=[CH:23][CH:24]=2)=[CH:43][CH:44]=1)=[O:11]. Reported procedure: Palladium on BaSO4 (5%, 0.5 g) was added to a degassed solution of the benzyl hydroxamate 26 (0.8 g) in MeOH (50 mL) and the suspension was treated with hydrogen at atmospheric pressure for 4 h. The suspension was filtered over a Celite® bed and concentrated to yield the desired hydroxamate 27 (0.4 g, 59%). 1H NMR (400 MHz, DMSO-d6): 10.36 (s, 1H), 8.70 (br, 1H), 8.05 (d, J=9.2 Hz, 1H), 7.54 (d, J=8.4 Hz, 2H), 7.29 (d, J=7.6 Hz, 2H), 7.19 (d, J=8.8 Hz, 2H), 7.10 (d, J=8.4 Hz, 2H), 6.86 (d, J=8.8... The reactants are C(CCCC)C1=CC=C(C=C1)C#CC1=CC=C(O1)C(=O)N[C@H](CC(=O)[O-])C[N+](C)(C)C ((R)-3-(5-((4-pentylphenyl)ethynyl)furan-2-carboxamido)-4-(trimethylammonio)butanoate). The reagents and catalysts are [Pd] (Pd/C). Yields the product C(CCCC)C1=CC=C(CCC2CCC(O2)C(=O)N[C@H](CC(=O)[O-])C[N+](C)(C)C)C=C1 ((3R)-3-(5-(4-pentylphenethyl)tetrahydrofuran-2-carboxamido)-4-(trimethylammonio)butanoate). Yield: 48.0%. Reaction SMILES: [CH2:1]([C:6]1[CH:11]=[CH:10][C:9]([C:12]#[C:13][C:14]2[O:18][C:17]([C:19]([NH:21][C@@H:22]([CH2:27][N+:28]([CH3:31])([CH3:30])[CH3:29])[CH2:23][C:24]([O-:26])=[O:25])=[O:20])=[CH:16][CH:15]=2)=[CH:8][CH:7]=1)[CH2:2][CH2:3][CH2:4][CH3:5]>[Pd]>[CH2:1]([C:6]1[CH:11]=[CH:10][C:9]([CH2:12][CH2:13][CH:14]2[O:18][CH:17]([C:19]([NH:21][C@@H:22]([CH2:27][N+:28]([CH3:31])([CH3:29])[CH3:30])[CH2:23][C:24]([O-:26])=[O:25])=[O:20])[CH2:16][CH2:15]2)=[CH:8][CH:7]=1)[CH2:2][CH2:3][CH2:4][CH3:5]. Procedure details: According to the method described in example S64, (R)-3-(5-((4-pentylphenyl)ethynyl)furan-2-carboxamido)-4-(trimethylammonio)butanoate was treated with 10% Pd/C under hydrogen overnight and the product purified to give the title compound as a white powder (16.5 mg, 48%). 1H NMR (400 MHz, D2O) δ 6.86 (d, 2H, J=8.2 Hz), 6.75 (d, 2H, J=7.6 Hz), 4.60-4.53 (m, 1H), 4.08-4.01 (m, 1H), 3.61-3.36 (m, 3H), 3.02 (s, 9H), 2.45-2.32 (m, 6H), 1.87-1.50 (m, 5H), 1.35-1.27 (m, 2H), 1.25-1.05 (m, 5H), 0.60-0.55... Reactants: [OH-].[K+] (potassium hydroxide), Cl (HCl), OC1=C(C(=O)C2=CC=C(C=C2)Cl)C=CC=C1C (2-Hydroxy-3-methyl-4'-chlorobenzophenone), Cl.NO (hydroxylamine hydrochloride). Solvent: O (water), C(C)O (ethanol). Reaction conditions: time 8 hour. The product is OC1=C(C(C2=CC=C(C=C2)Cl)=NO)C=CC=C1C (2-Hydroxy-3-methyl-4'-chlorobenzophenone oxime). RXN SMILES: [OH:1][C:2]1[C:16]([CH3:17])=[CH:15][CH:14]=[CH:13][C:3]=1[C:4]([C:6]1[CH:11]=[CH:10][C:9]([Cl:12])=[CH:8][CH:7]=1)=O.[OH-:18].[K+].Cl.[NH2:21]O.Cl>C(O)C.O>[OH:1][C:2]1[C:16]([CH3:17])=[CH:15][CH:14]=[CH:13][C:3]=1[C:4](=[N:21][OH:18])[C:6]1[CH:11]=[CH:10][C:9]([Cl:12])=[CH:8][CH:7]=1 |f:1.2,3.4|. Procedure: The ketone of Example 4 (7.5 g, 0.03 mole) in ethanol (18 ml.) was added with stirring to a solution of (85%) potassium hydroxide (20.74 g, 0.3 mole) in water (85 ml) at 10° C., this colloidal solution was treated with solid hydroxylamine hydrochloride (8.54 g, 0.12 mole) and stirred overnight. The solution was acidified with 5N HCl to give a solid, which was filtered, washed with water and stirred for 45 minutes, then treated with 5% Na2CO3 solution (30.5 ml), to remove unwanted oxime stereoiso... Starting materials: C(C(S)CC(=O)[O-])(=O)[O-] (thiomalate), C(CCCCCCC)[Sn](CCCCCCCC)=O (di-n-octyltin oxide), C(CCCCCCC)[Sn](CCCCCCCC)=O (di-n-octyltin oxide), C(C(S)CC(=O)[O-])(=O)[O-] (thiomalate). Run in O (water). Conditions: temperature 80 celsius, time 2 hour. The product is C(CCCCCCC)[Sn]CCCCCCCC (di-n-octyltin). As a reaction SMILES: C([O-])(=O)C(CC([O-])=O)S.[CH2:10]([Sn:18](=O)[CH2:19][CH2:20][CH2:21][CH2:22][CH2:23][CH2:24][CH2:25][CH3:26])[CH2:11][CH2:12][CH2:13][CH2:14][CH2:15][CH2:16][CH3:17]>O>[CH2:19]([Sn:18][CH2:10][CH2:11][CH2:12][CH2:13][CH2:14][CH2:15][CH2:16][CH3:17])[CH2:20][CH2:21][CH2:22][CH2:23][CH2:24][CH2:25][CH3:26]. Reported procedure: Three di-n-octyltin stabilizers (A,B,C) were prepared from this product by reacting the thiomalate with different proportions of di-n-octyltin oxide. In each instance, the thiomalate was warmed to 55° C, di-n-octyltin oxide added with stirring during a half-hour period, and water aspirator vacuum applied while warming to 80° C, then holding at 80° C for 2 hours to complete the removal of by-product water. Reactants: O=C(O)C1(C(=O)O)CC1, CN1CCOCC1, NC(=O)c1cc(Oc2cc(F)c(N)cc2F)ccn1, C1CCOC1, O=S(Cl)Cl. The product is NC(=O)c1cc(Oc2cc(F)c(NC(=O)C3(C(=O)O)CC3)cc2F)ccn1. RXN SMILES: [C:1]1([C:4](=[O:5])[OH:6])([C:7](=[O:8])[OH:9])[CH2:2][CH2:3]1.[CH3:10][N:11]1[CH2:12][CH2:13][O:14][CH2:15][CH2:16]1.[NH2:21][c:22]1[cH:23][c:24]([F:39])[c:25]([O:26][c:27]2[cH:28][c:29]([C:33](=[O:34])[NH2:35])[n:30][cH:31][cH:32]2)[cH:36][c:37]1[F:38].[O:40]1[CH2:41][CH2:42][CH2:43][CH2:44]1.[S:17]([Cl:18])([Cl:19])=[O:20]>>[C:1]1([C:4](=[O:5])[OH:6])([C:7](=[O:9])[NH:21][c:22]2[cH:23][c:24]([F:39])[c:25]([O:26][c:27]3[cH:28][c:29]([C:33](=[O:34])[NH2:35])[n:30][cH:31][cH:32]3)[cH:36][c:37]2[F:38])[CH2:2][CH2:3]1.